From a dataset of the Open Reaction Database (ORD), a public repository of structured organic reaction records. describe an organic reaction: reactants, conditions, products, and yield The reactants are COC1=CC2=C(N=C(O2)S)C=C1 (6-methoxy-2-mercaptobenzoxazole), P(Cl)(Cl)(Cl)(Cl)Cl (phosphorus pentachloride), ice water. Run in ClC1=CC=CC=C1 (chlorobenzene). Reaction conditions: time 8 hour. The product is ClC=1OC2=C(N1)C=CC(=C2)OC (2-chloro-6-methoxybenzoxazole). As a reaction SMILES: [CH3:1][O:2][C:3]1[CH:12]=[CH:11][C:6]2[N:7]=[C:8](S)[O:9][C:5]=2[CH:4]=1.P(Cl)(Cl)(Cl)(Cl)[Cl:14]>ClC1C=CC=CC=1>[Cl:14][C:8]1[O:9][C:5]2[CH:4]=[C:3]([O:2][CH3:1])[CH:12]=[CH:11][C:6]=2[N:7]=1. Procedure details: A 100 mg portion of 6-methoxy-2-mercaptobenzoxazole and 172 mg of phosphorus pentachloride were dissolved in 35 ml of chlorobenzene to carry out 8 hours of heating under reflux. The reaction solution was poured into 300 ml of ice water and extracted three times with 100 ml of dichloromethane. The resulting organic layers were combined, dehydrated with sodium sulfate, concentrated under a reduced pressure and then purified by a silica gel column chromatography (n-hexane:chloroform=1:1), to obtain... Starting materials: NC1CN2CCC1CC2 (3-aminoquinuclidine), CN1CCOCC1 (N-methylmorpholine), ClC=1C=C(C2=C(N(C(C(O2)C)=O)CC2=CC(=CC=C2)C(F)(F)F)C1)C(=O)Cl (6-chloro-4-(3-trifluoromethylbenzyl)-3,4-dihydro-2-methyl-3-oxo-2H-1,4-benzoxazine-8-carboxylic acid chloride). Run in C(Cl)(Cl)Cl (chloroform), C(Cl)(Cl)Cl (chloroform). Product: Cl.ClC=1C=C(C2=C(N(C(C(O2)C)=O)CC2=CC(=CC=C2)C(F)(F)F)C1)C(=O)NC1CN2CCC1CC2 (6-chloro-4-(3-trifluoromethylbenzyl)-3,4-dihydro-2-methyl-3-oxo-N-(3-quinuclidinyl)-2H-1,4-benzoxazine-8-carboxamide hydrochloride). Reaction SMILES: [NH2:1][CH:2]1[CH:7]2[CH2:8][CH2:9][N:4]([CH2:5][CH2:6]2)[CH2:3]1.CN1CCOCC1.[Cl:17][C:18]1[CH:19]=[C:20]([C:41](Cl)=[O:42])[C:21]2[O:26][CH:25]([CH3:27])[C:24](=[O:28])[N:23]([CH2:29][C:30]3[CH:35]=[CH:34][CH:33]=[C:32]([C:36]([F:39])([F:38])[F:37])[CH:31]=3)[C:22]=2[CH:40]=1>C(Cl)(Cl)Cl>[ClH:17].[Cl:17][C:18]1[CH:19]=[C:20]([C:41]([NH:1][CH:2]2[CH:7]3[CH2:8][CH2:9][N:4]([CH2:5][CH2:6]3)[CH2:3]2)=[O:42])[C:21]2[O:26][CH:25]([CH3:27])[C:24](=[O:28])[N:23]([CH2:29][C:30]3[CH:35]=[CH:34][CH:33]=[C:32]([C:36]([F:39])([F:37])[F:38])[CH:31]=3)[C:22]=2[CH:40]=1 |f:4.5|. Procedure: To a solution of 1.35 g of 3-aminoquinuclidine and 1.14 g of N-methylmorpholine in 30 ml of chloroform is added a solution of 4.5 g of 6-chloro-4-(3-trifluoromethylbenzyl)-3,4-dihydro-2-methyl-3-oxo-2H-1,4-benzoxazine-8-carboxylic acid chloride in 20 ml of chloroform under cooling and stirring followed by stirring for 4 hours. The resultant solution is washed with water, aqueous sodium hydrogen carbonate and then water, and dried over magnesium sulfate. After the solvent is distilled off under r... The reactants are OCCOCCN1CCNCC1 (1-(2-hydroxyethoxyethyl)piperazine), ClC1=C(C(=O)O)C=CC=N1 (2-chloronicotinic acid). Solvent: O1CCOCC1 (dioxane). Run at time 2 day. Product: OCCOCCN1CCN(CC1)C1=C(C(=O)O)C=CC=N1 (2-{4-[2-(2-hydroxy ethoxy)ethyl]piperazin-1-yl}nicotinic acid). As a reaction SMILES: [OH:1][CH2:2][CH2:3][O:4][CH2:5][CH2:6][N:7]1[CH2:12][CH2:11][NH:10][CH2:9][CH2:8]1.Cl[C:14]1[N:22]=[CH:21][CH:20]=[CH:19][C:15]=1[C:16]([OH:18])=[O:17]>O1CCOCC1>[OH:1][CH2:2][CH2:3][O:4][CH2:5][CH2:6][N:7]1[CH2:12][CH2:11][N:10]([C:14]2[N:22]=[CH:21][CH:20]=[CH:19][C:15]=2[C:16]([OH:18])=[O:17])[CH2:9][CH2:8]1. Procedure: Grams 5.9 of 1-(2-hydroxyethoxyethyl)piperazine and 2.7 g of 2-chloronicotinic acid in 50 ml dioxane were refluxed for 3 days. The reaction mixture was then cooled and allowed to rest for 2 days, afterwards the solvent was removed and the residue crystallized from absolute ethanol, gave 1.1 g of 2-{4-[2-(2-hydroxy ethoxy)ethyl]piperazin-1-yl}nicotinic acid melting at 172°-174° C. The reactants are CCOC(=O)C1(C2CN(C(C)c3ccccc3)C(=O)C2F)CC1, CCO, [Na+], [OH-]. The product is CC(c1ccccc1)N1CC(C2(C(=O)O)CC2)C(F)C1=O. As a reaction SMILES: [CH2:1]([CH3:2])[O:3][C:4](=[O:5])[C:6]1([CH:9]2[CH:10]([F:23])[C:11](=[O:22])[N:12]([CH:14]([CH3:15])[c:16]3[cH:17][cH:18][cH:19][cH:20][cH:21]3)[CH2:13]2)[CH2:7][CH2:8]1.[CH3:26][CH2:27][OH:28].[Na+:25].[OH-:24]>>[O:3]=[C:4]([OH:5])[C:6]1([CH:9]2[CH:10]([F:23])[C:11](=[O:22])[N:12]([CH:14]([CH3:15])[c:16]3[cH:17][cH:18][cH:19][cH:20][cH:21]3)[CH2:13]2)[CH2:7][CH2:8]1. Reactants: FC1=C(C=CC(=C1)B1OC(C(O1)(C)C)(C)C)C=1C=C2C(=NC1)NC=C2 (5-(2-fluoro-4-(4,4,5,5-tetramethyl-1,3,2-dioxaborolan-2-yl)phenyl)-1H-pyrrolo[2,3-b]pyridine), BrC1=C(C=CC=C1)S(=O)(=O)N1CCC(CC1)NC(OC(C)(C)C)=O (tert-butyl (1-((2-bromophenyl)sulfonyl)piperidin-4-yl)carbamate). Yields the product FC=1C=C(C=CC1C=1C=C2C(=NC1)NC=C2)C2=C(C=CC=C2)S(=O)(=O)N2CCC(CC2)NC(OC(C)(C)C)=O (tert-Butyl (1-((3′-fluoro-4′-(1H-pyrrolo[2,3-b]pyridin-5-yl)-[1,1′-biphenyl]-2-yl)-sulfonyl)piperidin-4-yl)carbamate). Reaction SMILES: [F:1][C:2]1[CH:7]=[C:6](B2OC(C)(C)C(C)(C)O2)[CH:5]=[CH:4][C:3]=1[C:17]1[CH:18]=[C:19]2[CH:25]=[CH:24][NH:23][C:20]2=[N:21][CH:22]=1.Br[C:27]1[CH:32]=[CH:31][CH:30]=[CH:29][C:28]=1[S:33]([N:36]1[CH2:41][CH2:40][CH:39]([NH:42][C:43](=[O:49])[O:44][C:45]([CH3:48])([CH3:47])[CH3:46])[CH2:38][CH2:37]1)(=[O:35])=[O:34]>>[F:1][C:2]1[CH:7]=[C:6]([C:27]2[CH:32]=[CH:31][CH:30]=[CH:29][C:28]=2[S:33]([N:36]2[CH2:37][CH2:38][CH:39]([NH:42][C:43](=[O:49])[O:44][C:45]([CH3:47])([CH3:46])[CH3:48])[CH2:40][CH2:41]2)(=[O:34])=[O:35])[CH:5]=[CH:4][C:3]=1[C:17]1[CH:18]=[C:19]2[CH:25]=[CH:24][NH:23][C:20]2=[N:21][CH:22]=1. Reported procedure: The title compound was prepared using methods analogous to those described in Example 376 using 5-(2-fluoro-4-(4,4,5,5-tetramethyl-1,3,2-dioxaborolan-2-yl)phenyl)-1H-pyrrolo[2,3-b]pyridine and tert-butyl (1-((2-bromophenyl)sulfonyl)piperidin-4-yl)carbamate. MS (ESI): mass calcd. for C28H30FN5O4S, 551.20; m/z found, 552.2 [M+H]+. 1H NMR (400 MHz, CDCl3) δ 9.04 (s, 1H), 8.81 (d, J=2.4, 1H), 8.18-8.04 (m, 2H), 7.69-7.59 (m, 2H), 7.60-7.48 (m, 1H), 7.48-7.30 (m, 4H), 6.85 (dd, J=3.7, 1.9, 1H), 4.44 ... Starting materials: C(=O)(OC)C1=C(OC2=CC=C(CN3C(=NC(=C3CO)Cl)CCCC)C=C2)C=CC=C1 (1-[4-(2-carbomethoxyphenoxy)benzyl]-2-butyl-4-chloro-5-hydroxymethylimidazole). Run in C(C)O (ethanol), [OH-].[Na+] (sodium hydroxide). Product: C(CCC)C=1N(C(=C(N1)Cl)CO)CC1=CC=C(C=C1)OC1=C(C=CC=C1)C(=O)O (2-butyl-4-chloro-1-[4-(2-carboxyphenoxy)benzyl]-5-hydroxymethylimidazole). The yield is 87.5%. RXN SMILES: [C:1]([C:5]1[CH:30]=[CH:29][CH:28]=[CH:27][C:6]=1[O:7][C:8]1[CH:26]=[CH:25][C:11]([CH2:12][N:13]2[C:17]([CH2:18][OH:19])=[C:16]([Cl:20])[N:15]=[C:14]2[CH2:21][CH2:22][CH2:23][CH3:24])=[CH:10][CH:9]=1)([O:3]C)=[O:2]>C(O)C.[OH-].[Na+]>[CH2:21]([C:14]1[N:13]([CH2:12][C:11]2[CH:25]=[CH:26][C:8]([O:7][C:6]3[CH:27]=[CH:28][CH:29]=[CH:30][C:5]=3[C:1]([OH:3])=[O:2])=[CH:9][CH:10]=2)[C:17]([CH2:18][OH:19])=[C:16]([Cl:20])[N:15]=1)[CH2:22][CH2:23][CH3:24] |f:2.3|. Procedure: A solution of 7.70 g of 1-[4-(2-carbomethoxyphenoxy)benzyl]-2-butyl-4-chloro-5-hydroxymethylimidazole in 250 mL of ethanol and 125 mL of 10% aqueous sodium hydroxide was refluxed for 5 hours. After cooling, the reaction mixture was filtered, and the solvent was removed in vacuo. The residue was dissolved in water, and the solution was acidified to pH 3.5 using hydrochloric acid. The precipitated solid was recovered by filtration and recrystallized from acetone to furnish 6.52 g of 2-butyl-4-chlo...